From a dataset of the Open Reaction Database (ORD), a public repository of structured organic reaction records. describe an organic reaction: reactants, conditions, products, and yield Reactants: CC(C)(C)c1ccc(C=CC(=O)O)cc1, Cc1cc(CN)ccc1NS(C)(=O)=O, Cl, C1CCOC1. The product is Cc1cc(CNC(=O)C=Cc2ccc(C(C)(C)C)cc2)ccc1NS(C)(=O)=O. Reaction SMILES: [C:16]([CH3:17])([CH3:18])([CH3:19])[c:20]1[cH:21][cH:22][c:23]([CH:26]=[CH:27][C:28](=[O:29])[OH:30])[cH:24][cH:25]1.[CH3:2][c:3]1[cH:4][c:5]([CH2:6][NH2:7])[cH:8][cH:9][c:10]1[NH:11][S:12](=[O:13])(=[O:14])[CH3:15].[ClH:1].[O:31]1[CH2:32][CH2:33][CH2:34][CH2:35]1>>[CH3:2][c:3]1[cH:4][c:5]([CH2:6][NH:7][C:28]([CH:27]=[CH:26][c:23]2[cH:22][cH:21][c:20]([C:16]([CH3:17])([CH3:18])[CH3:19])[cH:25][cH:24]2)=[O:29])[cH:8][cH:9][c:10]1[NH:11][S:12](=[O:13])(=[O:14])[CH3:15]. Starting materials: [N+](=O)(O)[O-] (nitric acid), C(C)(C)NC=1C2=C(N=CN1)SC=C2 (4-isopropylaminothieno[2,3-d]pyrimidine), C([O-])([O-])=O.[Na+].[Na+] (sodium carbonate). The solvent is S(O)(O)(=O)=O (sulphuric acid), S(O)(O)(=O)=O (sulphuric acid). Conditions: time 1 hour. Yields the product C(C)(C)NC=1C2=C(N=CN1)SC(=C2)[N+](=O)[O-] (4-isopropylamino-6-nitrothieno[2,3-d]pyrimidine). Reaction SMILES: [CH:1]([NH:4][C:5]1[C:6]2[CH:13]=[CH:12][S:11][C:7]=2[N:8]=[CH:9][N:10]=1)([CH3:3])[CH3:2].[N+:14]([O-])([OH:16])=[O:15].C(=O)([O-])[O-].[Na+].[Na+]>S(=O)(=O)(O)O>[CH:1]([NH:4][C:5]1[C:6]2[CH:13]=[C:12]([N+:14]([O-:16])=[O:15])[S:11][C:7]=2[N:8]=[CH:9][N:10]=1)([CH3:3])[CH3:2] |f:2.3.4|. Procedure details: A mixture of 4-isopropylaminothieno[2,3-d]pyrimidine (4.0 g, prepared as described in Example 5) and concentrated sulphuric acid (20 ml) was cooled to 0° and treated dropwise with a mixture of concentrated nitric acid (2.2 ml) and concentrated sulphuric acid (2.0 ml) whilst maintaining the temperature below 12° C. The mixture was allowed to stir at room temperature for a further one hour, poured into icewater and neutralised with sodium carbonate. The precipitate was filtered off, washed with wa... Reactants: C(C=C)N1C(SC2=C1C=C(C(=C2)F)[N+](=O)[O-])=O (3-allyl-6-fluoro-5-nitro-2(3H)-benzothiazolone), O (water), resultant mixture. The reagents and catalysts are [Fe] (iron). Run in C(C)(=O)O (acetic acid), C(C)(=O)OCC (ethyl acetate), C(C)(=O)O (acetic acid), C(C)(=O)OCC (ethyl acetate). Reaction conditions: temperature 80 celsius. Yields the product NC=1C(=CC2=C(N(C(S2)=O)CC=C)C1)F (5-amino-3-allyl-6-fluoro-2(3H)-benzothiazolone). The yield is 97.2%. Reaction SMILES: [CH2:1]([N:4]1[C:8]2[CH:9]=[C:10]([N+:14]([O-])=O)[C:11]([F:13])=[CH:12][C:7]=2[S:6][C:5]1=[O:17])[CH:2]=[CH2:3].O>C(O)(=O)C.C(OCC)(=O)C.[Fe]>[NH2:14][C:10]1[C:11]([F:13])=[CH:12][C:7]2[S:6][C:5](=[O:17])[N:4]([CH2:1][CH:2]=[CH2:3])[C:8]=2[CH:9]=1. Procedure: Electrolytic iron powder (0.77 g) was suspended in 5% acetic acid (1.5 ml), and the suspension was heated to 80° C. A solution of 3-allyl-6-fluoro-5-nitro-2(3H)-benzothiazolone (0.70 g) in acetic acid (2.8 ml) and ethyl acetate (2.8 ml) was added thereto. The resultant mixture was heated under reflux at a temperature of 60° to 80° C. for 3 hours. After being allowed to cool, water and ethyl acetate were added thereto, the precipitate was collected by filtration, and the filtrate was extracted wi... Starting materials: CC(C)CC(=O)Cl, ClCCl, NCCNc1nc(C(=O)c2cccs2)c2sccc2n1. Yields the product CC(C)CC(=O)NCCNc1nc(C(=O)c2cccs2)c2sccc2n1. RXN SMILES: [C:21]([CH2:22][CH:23]([CH3:24])[CH3:25])(=[O:26])[Cl:27].[Cl:28][CH2:29][Cl:30].[NH2:1][CH2:2][CH2:3][NH:4][c:5]1[n:6][c:7]([C:14](=[O:15])[c:16]2[s:17][cH:18][cH:19][cH:20]2)[c:8]2[c:9]([n:10]1)[cH:11][cH:12][s:13]2>>[NH:1]([CH2:2][CH2:3][NH:4][c:5]1[n:6][c:7]([C:14](=[O:15])[c:16]2[s:17][cH:18][cH:19][cH:20]2)[c:8]2[c:9]([n:10]1)[cH:11][cH:12][s:13]2)[C:21]([CH2:22][CH:23]([CH3:24])[CH3:25])=[O:26]. Reactants: Cl.ClCCCN(C)C ((3-chloropropyl)dimethylamine hydrochloride), [H-].[Na+] (sodium hydride), N1C=C(C2=CC=CC=C12)C=1C(=O)N(C(C1C1=CNC2=CC=CC=C12)=O)C (2,3-bis(1H-indol-3-yl)-N-methylmaleimide). Solvent: CN(C)C=O (DMF), CN(C)C=O (DMF). Conditions: time 45 minute. The product is CN(CCCN1C=C(C2=CC=CC=C12)C=1C(=O)N(C(C1C1=CNC2=CC=CC=C12)=O)C)C (2-[1-(3-dimethylaminopropyl)-1H-indol-3-yl]-3-(1H-indol-3-yl)-N-methylmaleimide). The yield is 41.0%. Reaction SMILES: [NH:1]1[C:9]2[C:4](=[CH:5][CH:6]=[CH:7][CH:8]=2)[C:3]([C:10]2[C:11]([N:13]([CH3:26])[C:14](=[O:25])[C:15]=2[C:16]2[C:24]3[C:19](=[CH:20][CH:21]=[CH:22][CH:23]=3)[NH:18][CH:17]=2)=[O:12])=[CH:2]1.Cl.Cl[CH2:29][CH2:30][CH2:31][N:32]([CH3:34])[CH3:33].[H-].[Na+]>CN(C=O)C>[CH3:33][N:32]([CH3:34])[CH2:31][CH2:30][CH2:29][N:1]1[C:9]2[C:4](=[CH:5][CH:6]=[CH:7][CH:8]=2)[C:3]([C:10]2[C:11]([N:13]([CH3:26])[C:14](=[O:25])[C:15]=2[C:16]2[C:24]3[C:19](=[CH:20][CH:21]=[CH:22][CH:23]=3)[NH:18][CH:17]=2)=[O:12])=[CH:2]1 |f:1.2,3.4|. Reported procedure: Sodium hydride (60 to 72%, oily, 50 mg) was washed with pentane and then suspended into DMF (0.3 mL). A DMF solution (1.2 mL) of 2,3-bis(1H-indol-3-yl)-N-methylmaleimide (150 mg, 0.44 mmol) synthesized according to a known method (Tetrahedron, Vol. 44, p. 1887, 1988) was added thereto, and the whole was stirred at room temperature for 45 minutes. On the other hand, DMF (1.2 mL) was added at 0° C. to a mixture of (3-chloropropyl)dimethylamine hydrochloride (70 mg, 0.44 mmol) and sodium hydride (6... Reactants: C([O-])([O-])=O.[Na+].[Na+] (sodium carbonate), [Na+].[Cl-] (NaCl), N=C(C(O)=O)CCC[C@@H]1SC[C@@H]2NC(=O)N[C@H]12 (iminobiotin). The solvent is [S-]C#N.NC(=N)N (guanidine thiocyanate). Run at time 1 hour. The product is OC(=O)CCCC[C@@H]1SC[C@@H]2NC(=O)N[C@H]12 (biotin). Reaction SMILES: C(=O)([O-])[O-].[Na+].[Na+].[Na+].[Cl-].N=[C:10]([CH2:14][CH2:15][CH2:16][C@H:17]1[C@@H:25]2[C@@H:20]([NH:21][C:22]([NH:24]2)=[O:23])[CH2:19][S:18]1)[C:11](=[O:13])[OH:12]>[S-]C#N.NC(N)=N>[OH:13][C:11]([CH2:10][CH2:14][CH2:15][CH2:16][C@H:17]1[C@@H:25]2[C@@H:20]([NH:21][C:22]([NH:24]2)=[O:23])[CH2:19][S:18]1)=[O:12] |f:0.1.2,3.4,6.7|. Reported procedure: Chimeric tetramers with mixed WT streptavidin and W120A subunits were created by mixing equimolar amounts of WT streptavidin and W120A, denaturation in guanidine thiocyanate, followed by slow renaturation of the denatured protein by dialysis, as follows: 2.4 mg each of WT streptavidin and W120A (protein volume=1.13 ml) were incubated in 7.6 ml, 6M guanidine thiocyanate for 1 h at room temp, and dialyzed overnight in 4 L 25 mM Tris.Cl, 80 mM glycine at 4° C. The dialysate was then recovered for f...